From a dataset of the Open Reaction Database (ORD), a public repository of structured organic reaction records. describe an organic reaction: reactants, conditions, products, and yield The reactants are N(C(=O)C)C1=C2C=C[C@H]3[C@@H]4CCC([C@@]4(C)CC[C@@H]3[C@]2(C=CC1=O)C)=O (4-acetamino-androsta-1,4,6-triene-3,17-dione), B([O-])([O-])[O-] (borate), S(=O)(=O)([O-])S(=O)[O-].[Na+].[Na+] (sodium metabisulfite), ClC1=CC(=CC=C1)C(=O)OO (m-chloroperbenzoic acid). Run in C(Cl)Cl (CH2Cl2). Reaction conditions: time 6 hour. Product: N(C(=O)C)C1=C2C3C([C@H]4[C@@H]5CCC([C@@]5(C)CC[C@@H]4[C@]2(C=CC1=O)C)=O)O3 (4-acetamino-6,7-epoxy-androsta-1,4-diene-3,17-dione). The yield is 50.0%. As a reaction SMILES: [NH:1]([C:5]1[C:22](=[O:23])[CH:21]=[CH:20][C@@:19]2([CH3:24])[C:6]=1[CH:7]=[CH:8][C@@H:9]1[C@@H:18]2[CH2:17][CH2:16][C@@:14]2([CH3:15])[C@H:10]1[CH2:11][CH2:12][C:13]2=[O:25])[C:2]([CH3:4])=[O:3].B([O-])([O-])[O-:27].ClC1C=CC=C(C(OO)=O)C=1.S(S([O-])=O)([O-])(=O)=O.[Na+].[Na+]>C(Cl)Cl>[NH:1]([C:5]1[C:22](=[O:23])[CH:21]=[CH:20][C@@:19]2([CH3:24])[C:6]=1[CH:7]1[O:27][CH:8]1[C@@H:9]1[C@@H:18]2[CH2:17][CH2:16][C@@:14]2([CH3:15])[C@H:10]1[CH2:11][CH2:12][C:13]2=[O:25])[C:2]([CH3:4])=[O:3] |f:3.4.5|. Reported procedure: To a stirred solution of 4-acetamino-androsta-1,4,6-triene-3,17-dione (3.384 g, 10 mmol) in CH2Cl2 (100 ml) was added borate buffer of pH 8 (50 ml) and then gradually 50% m-chloroperbenzoic acid (6.9 g, 20 mmol) under cooling. The mixture was stirred for 6 h at room temperature until total conversion (TLC monitoring). The mixture was then stirred with 20% sodium metabisulfite solution for 1 h at room temperature. Finally the organic phase was separated, dried and evaporated under vacuum. The res...